Task: describe an organic reaction: reactants, conditions, products, and yield. Dataset: the Open Reaction Database (ORD), a public repository of structured organic reaction records The reactants are C1(CCCCC1)N1C=C(C(C2=CC(=C(C(=C12)F)F)F)=O)C(=O)O (1-cyclohexyl-6,7,8-trifluoro-1,4-dihydro-4-oxo-3-quinolinecarboxylic acid), 1,8-diazobicyclo[5.4.0]undec7-ene, C(C)NCC1CNCC1 (3-[(ethylamino)methyl]pyrrolidine). Run in C(C)#N (acetonitrile). The product is FC=1C=C2C(C(=CNC2=C(C1)F)C(=O)O)=O (6,8-difluoro-1,4-dihydro-4-oxo-3-quinolinecarboxylic acid). As a reaction SMILES: C1([N:7]2[C:16]3[C:11](=[CH:12][C:13]([F:19])=[C:14](F)[C:15]=3[F:17])[C:10](=[O:20])[C:9]([C:21]([OH:23])=[O:22])=[CH:8]2)CCCCC1.C(NCC1CCNC1)C>C(#N)C>[F:19][C:13]1[CH:12]=[C:11]2[C:16](=[C:15]([F:17])[CH:14]=1)[NH:7][CH:8]=[C:9]([C:21]([OH:23])=[O:22])[C:10]2=[O:20]. Reported procedure: To 0.80 g (2.46 mmol) of 1-cyclohexyl-6,7,8-trifluoro-1,4-dihydro-4-oxo-3-quinolinecarboxylic acid in 15 ml of acetonitrile was added 0.37 g (2.46 mmol) of 1,8-diazobicyclo[5.4.0]undec7-ene and 0.33 g (2.58 mmol) of 3-[(ethylamino)methyl]pyrrolidine. The mixture was refluxed for one hour, cooled, filtered, and the solids washed with ether to give 0.86 g of 1-cyclohexyl-7-[3-(ethylamino)methyl]-1-pyrrolidinyl]-6,8-difluoro-1,4-dihydro-4-oxo-3-quinolinecarboxylic acid, mp 194°-196° C. Starting materials: C=C[Sn](CCCC)(CCCC)CCCC, Cc1ccccc1, Fc1ccc(Br)cn1, c1ccc(P(c2ccccc2)(c2ccccc2)[Pd](P(c2ccccc2)(c2ccccc2)c2ccccc2)(P(c2ccccc2)(c2ccccc2)c2ccccc2)P(c2ccccc2)(c2ccccc2)c2ccccc2)cc1. Product: C=Cc1ccc(F)nc1. RXN SMILES: [CH2:9]([CH2:10][CH2:22][CH3:23])[Sn:11]([CH2:12][CH2:13][CH2:14][CH3:15])([CH2:16][CH2:17][CH2:18][CH3:19])[CH:20]=[CH2:21].[CH3:24][c:25]1[cH:26][cH:27][cH:28][cH:29][cH:30]1.[F:1][c:2]1[n:3][cH:4][c:5]([Br:8])[cH:6][cH:7]1.[cH:31]1[cH:32][cH:33][c:34]([P:35]([Pd:36]([P:37]([c:38]2[cH:39][cH:40][cH:41][cH:42][cH:43]2)([c:44]2[cH:45][cH:46][cH:47][cH:48][cH:49]2)[c:50]2[cH:51][cH:52][cH:53][cH:54][cH:55]2)([P:56]([c:57]2[cH:58][cH:59][cH:60][cH:61][cH:62]2)([c:63]2[cH:64][cH:65][cH:66][cH:67][cH:68]2)[c:69]2[cH:70][cH:71][cH:72][cH:73][cH:74]2)[P:75]([c:76]2[cH:77][cH:78][cH:79][cH:80][cH:81]2)([c:82]2[cH:83][cH:84][cH:85][cH:86][cH:87]2)[c:88]2[cH:89][cH:90][cH:91][cH:92][cH:93]2)([c:94]2[cH:95][cH:96][cH:97][cH:98][cH:99]2)[c:100]2[cH:101][cH:102][cH:103][cH:104][cH:105]2)[cH:106][cH:107]1>>[F:1][c:2]1[n:3][cH:4][c:5]([CH:9]=[CH2:10])[cH:6][cH:7]1. Reactants: CC(c1ccc(-c2ccc(=O)n(C)c2)cc1)N1CCC(CCCO[Si](C)(C)C(C)(C)C)(c2ccc(F)cc2)OC1=O, CCCC[N+](CCCC)(CCCC)CCCC, CC#N, [F-]. Yields the product CC(c1ccc(-c2ccc(=O)n(C)c2)cc1)N1CCC(CCCO)(c2ccc(F)cc2)OC1=O. Reaction SMILES: [C:1]([Si:2]([CH3:3])([CH3:4])[O:6][CH2:7][CH2:8][CH2:9][C:10]1([c:33]2[cH:34][cH:35][c:36]([F:39])[cH:37][cH:38]2)[CH2:11][CH2:12][N:13]([CH:17]([CH3:18])[c:19]2[cH:20][cH:21][c:22](-[c:25]3[cH:26][n:27]([CH3:32])[c:28](=[O:31])[cH:29][cH:30]3)[cH:23][cH:24]2)[C:14](=[O:16])[O:15]1)([CH3:5])([CH3:40])[CH3:41].[CH2:43]([N+:44]([CH2:45][CH2:46][CH2:47][CH3:48])([CH2:49][CH2:50][CH2:51][CH3:52])[CH2:53][CH2:54][CH2:55][CH3:56])[CH2:57][CH2:58][CH3:59].[CH3:60][C:61]#[N:62].[F-:42]>>[OH:6][CH2:7][CH2:8][CH2:9][C:10]1([c:33]2[cH:34][cH:35][c:36]([F:39])[cH:37][cH:38]2)[CH2:11][CH2:12][N:13]([CH:17]([CH3:18])[c:19]2[cH:20][cH:21][c:22](-[c:25]3[cH:26][n:27]([CH3:32])[c:28](=[O:31])[cH:29][cH:30]3)[cH:23][cH:24]2)[C:14](=[O:16])[O:15]1.